This data is from the Open Reaction Database (ORD), a public repository of structured organic reaction records. The task is: describe an organic reaction: reactants, conditions, products, and yield Reactants: C(C)(C)(C)OC(=O)NC1(CC1)C=O (1-Tert-butoxycarbonylaminocyclopropane carbaldehyde), C(=O)(OCC)C=P(C1=CC=CC=C1)(C1=CC=CC=C1)C1=CC=CC=C1 ((carbethoxymethylene) triphenylphosphorane). The solvent is ClCCl (dichloromethane). The product is C(C)(C)(C)OC(=O)NC1(CC1)/C=C/C(=O)OCC ((E)-Ethyl 3-(1-tert-butoxycarbonylaminocyclopropyl)propenoate). Isolated yield 61.0%. RXN SMILES: [C:1]([O:5][C:6]([NH:8][C:9]1([CH:12]=O)[CH2:11][CH2:10]1)=[O:7])([CH3:4])([CH3:3])[CH3:2].[C:14]([CH:19]=P(C1C=CC=CC=1)(C1C=CC=CC=1)C1C=CC=CC=1)([O:16][CH2:17][CH3:18])=[O:15]>ClCCl>[C:1]([O:5][C:6]([NH:8][C:9]1(/[CH:12]=[CH:19]/[C:14]([O:16][CH2:17][CH3:18])=[O:15])[CH2:10][CH2:11]1)=[O:7])([CH3:2])([CH3:3])[CH3:4]. Procedure details: 1-Tert-butoxycarbonylaminocyclopropane carbaldehyde (10.99 g, 59.3 mmol) and (carbethoxymethylene) triphenylphosphorane (27.6 g, 75.2 mmol) were dissolved in dichloromethane (300 ml) and heated under reflux for 4 hours. After evaporating the solvent, the resulting residue was applied to a silica gel chromatography column and eluted with an eluant of n-hexane:ethyl acetate=9:1, to thereby obtain 9.23 g (61%) of the title compound. The reactants are [Al+3], CCC1(CC)CC(C)(C)c2cc(Br)ccc2O1, CC(=O)Cl, [Cl-], [Cl-], [Cl-], ClCCl, O. Product: CCC1(CC)CC(C)(C)c2cc(Br)cc(C(C)=O)c2O1. As a reaction SMILES: [Al+3:2].[Br:9][c:10]1[cH:11][c:12]2[c:17]([cH:18][cH:19]1)[O:16][C:15]([CH2:20][CH3:21])([CH2:22][CH3:23])[CH2:14][C:13]2([CH3:24])[CH3:25].[CH3:5][C:6]([Cl:7])=[O:8].[Cl-:1].[Cl-:3].[Cl-:4].[Cl:27][CH2:28][Cl:29].[OH2:26]>>[CH3:5][C:6](=[O:8])[c:18]1[c:17]2[c:12]([cH:11][c:10]([Br:9])[cH:19]1)[C:13]([CH3:24])([CH3:25])[CH2:14][C:15]([CH2:20][CH3:21])([CH2:22][CH3:23])[O:16]2. Starting materials: CN1CC2=C(NC=3C(=CC=CC23)C)CC1 (2,6-dimethyl-2,3,4,5-tetrahydro-1H-pyrido[4,3-b]indole), [H-].[Na+] (sodium hydride), O1C(C1)C1=CC=NC=C1 (4-(Oxiran-2-yl)pyridine). Solvent: CN(C)C=O (DMF). Conditions: time 10 minute. Product: CN1CC2=C(N(C=3C(=CC=CC23)C)CC(O)C2=CC=NC=C2)CC1 (2-(2,6-dimethyl-1,2,3,4-tetrahydro-pyrido[4,3-b]indol-5-yl)-1-pyridin-4-yl-ethanol). Reaction SMILES: [CH3:1][N:2]1[CH2:15][CH2:14][C:5]2[NH:6][C:7]3[C:8]([CH3:13])=[CH:9][CH:10]=[CH:11][C:12]=3[C:4]=2[CH2:3]1.[H-].[Na+].[O:18]1[CH2:20][CH:19]1[C:21]1[CH:26]=[CH:25][N:24]=[CH:23][CH:22]=1>CN(C=O)C>[CH3:1][N:2]1[CH2:15][CH2:14][C:5]2[N:6]([CH2:20][CH:19]([C:21]3[CH:26]=[CH:25][N:24]=[CH:23][CH:22]=3)[OH:18])[C:7]3[C:8]([CH3:13])=[CH:9][CH:10]=[CH:11][C:12]=3[C:4]=2[CH2:3]1 |f:1.2|. Reported procedure: To a solution of 2,6-dimethyl-2,3,4,5-tetrahydro-1H-pyrido[4,3-b]indole (1.0 g, 5.00 mmol) in DMF (10 mL) was added sodium hydride (600 mg, 15 mmol) under nitrogen atmosphere at 0° C. and stirred for 10 min. 4-(Oxiran-2-yl)pyridine (1.08 g, 8.92 mmol) was added dropwise under nitrogen atmosphere. The reaction mixture was stirred at RT for 12 h. The progress of reaction was monitored by TLC and LCMS. The reaction mixture was poured in ice-cold water and extracted with EtOAc (2×100 mL). The combin... Starting materials: C1(CCCCC1)C(C=1OC2=C(C1C)C=C(C=C2)NC(NCC)=O)NC2=CC=C(C=C2)C(=O)N(CCC(=O)OCC)C (ethyl 3-[({4-[(cyclohexyl{5-[(ethylcarbamoyl)amino]-3-methyl-1-benzofuran-2-yl}methyl)amino]phenyl}carbonyl)(methyl)amino]propanoate), O1CCCC1 (tetrahydrofuran), [OH-].[Li+] (lithium hydroxide). Run in C(C)O (ethanol). Reaction conditions: time 2 hour. Product: C1(CCCCC1)C(C=1OC2=C(C1C)C=C(C=C2)NC(NCC)=O)NC2=CC=C(C=C2)C(=O)N(CCC(=O)O)C (3-[({4-[(cyclohexyl{5-[(ethylcarbamoyl)amino]-3-methyl-1-benzofuran-2-yl}methyl)amino]phenyl}carbonyl)(methyl)amino]propanoic acid). The yield is 89.3%. RXN SMILES: [CH:1]1([CH:7]([NH:24][C:25]2[CH:30]=[CH:29][C:28]([C:31]([N:33]([CH3:41])[CH2:34][CH2:35][C:36]([O:38]CC)=[O:37])=[O:32])=[CH:27][CH:26]=2)[C:8]2[O:9][C:10]3[CH:17]=[CH:16][C:15]([NH:18][C:19](=[O:23])[NH:20][CH2:21][CH3:22])=[CH:14][C:11]=3[C:12]=2[CH3:13])[CH2:6][CH2:5][CH2:4][CH2:3][CH2:2]1.O1CCCC1.[OH-].[Li+]>C(O)C>[CH:1]1([CH:7]([NH:24][C:25]2[CH:30]=[CH:29][C:28]([C:31]([N:33]([CH3:41])[CH2:34][CH2:35][C:36]([OH:38])=[O:37])=[O:32])=[CH:27][CH:26]=2)[C:8]2[O:9][C:10]3[CH:17]=[CH:16][C:15]([NH:18][C:19](=[O:23])[NH:20][CH2:21][CH3:22])=[CH:14][C:11]=3[C:12]=2[CH3:13])[CH2:2][CH2:3][CH2:4][CH2:5][CH2:6]1 |f:2.3|. Procedure: To a mixture of ethyl 3-[({4-[(cyclohexyl{5-[(ethylcarbamoyl)amino]-3-methyl-1-benzofuran-2-yl}methyl)amino]phenyl}carbonyl)(methyl)amino]propanoate (304 mg) synthesized above, tetrahydrofuran (5 mL) and ethanol (5 mL) was added 1N lithium hydroxide aqueous solution (2.00 mL), and the mixture was stirred at room temperature for 2 hr, and concentrated under reduced pressure. The residue was dissolved in water (10 mL), and 1N hydrochloric acid (2.00 mL) was added at 0° C. The resulting precipitate...